From a dataset of the Open Reaction Database (ORD), a public repository of structured organic reaction records. describe an organic reaction: reactants, conditions, products, and yield Starting materials: CCO, [Na+], [OH-], O, CCOC(=O)c1ccc2c(cnn2CCCNc2ncccn2)c1. Yields the product O=C(O)c1ccc2c(cnn2CCCNc2ncccn2)c1. As a reaction SMILES: [CH3:27][CH2:28][OH:29].[Na+:26].[OH-:25].[OH2:30].[n:1]1[c:2]([NH:7][CH2:8][CH2:9][CH2:10][n:11]2[n:12][cH:13][c:14]3[cH:15][c:16]([C:20](=[O:21])[O:22][CH2:23][CH3:24])[cH:17][cH:18][c:19]23)[n:3][cH:4][cH:5][cH:6]1>>[n:1]1[c:2]([NH:7][CH2:8][CH2:9][CH2:10][n:11]2[n:12][cH:13][c:14]3[cH:15][c:16]([C:20](=[O:21])[OH:22])[cH:17][cH:18][c:19]23)[n:3][cH:4][cH:5][cH:6]1. Reported procedure: Compound 125 was prepared according to General Method 6 (EXAMPLE 3) from (3R)-3,4-dihydro-8-isopropoxy-3-isopropyl-10-(trifluoromethyl)-2H-[1,4]oxazino[2,3-f]quinoline (30 mg, 0.1 mmol) and NaBH4 pellets (large excess, >10 equiv) in 5 mL difluoroacetic acid (0.02 M) stirred at rt for 12 h, to afford 28 mg (79%) of (3R)-4-ethyl-3,4-dihydro-8-isopropoxy-3-isopropyl-10-(trifluoromethyl)-2H-[1,4]oxazino[2,3-f]quinoline. 1H NMR (500 MHz, CDCl3) 7.44 (d, J=9.3, 1H), 7.30 (d, J=9.3, 1H), 7.21 (s, 1H), ... Run at time 12 hour. Yields the product Compound 125, C(C)N1[C@@H](COC2=C3C(=CC(=NC3=CC=C21)OC(C)C)C(F)(F)F)C(C)C ((3R)-4-ethyl-3,4-dihydro-8-isopropoxy-3-isopropyl-10-(trifluoromethyl)-2H-[1,4]oxazino[2,3-f]quinoline). The reactants are FC(C(=O)O)F (difluoroacetic acid), C(C)(C)OC1=NC2=CC=C3C(=C2C(=C1)C(F)(F)F)OC[C@H](N3)C(C)C ((3R)-3,4-dihydro-8-isopropoxy-3-isopropyl-10-(trifluoromethyl)-2H-[1,4]oxazino[2,3-f]quinoline), [BH4-].[Na+] (NaBH4). Yield: 79.0%. RXN SMILES: [CH:1]([O:4][C:5]1[CH:14]=[C:13]([C:15]([F:18])([F:17])[F:16])[C:12]2[C:7](=[CH:8][CH:9]=[C:10]3[NH:22][C@H:21]([CH:23]([CH3:25])[CH3:24])[CH2:20][O:19][C:11]3=2)[N:6]=1)([CH3:3])[CH3:2].[BH4-].[Na+].F[CH:29](F)[C:30](O)=O>>[CH2:29]([N:22]1[C:10]2[C:11](=[C:12]3[C:7](=[CH:8][CH:9]=2)[N:6]=[C:5]([O:4][CH:1]([CH3:3])[CH3:2])[CH:14]=[C:13]3[C:15]([F:18])([F:17])[F:16])[O:19][CH2:20][C@H:21]1[CH:23]([CH3:25])[CH3:24])[CH3:30] |f:1.2|.